Dataset: the Open Reaction Database (ORD), a public repository of structured organic reaction records. Task: describe an organic reaction: reactants, conditions, products, and yield Reactants: COC(CBr)OC, OCc1cc(F)c(Br)cc1O, C1CCOC1, O=S(=O)(O)O. Yields the product Fc1cc2c(cc1Br)OC(CBr)OC2. Reaction SMILES: [Br:12][CH2:13][CH:14]([O:15][CH3:16])[O:17][CH3:18].[Br:1][c:2]1[c:3]([F:11])[cH:4][c:5]([CH2:9][OH:10])[c:6]([OH:8])[cH:7]1.[CH2:24]1[O:25][CH2:26][CH2:27][CH2:28]1.[S:19](=[O:20])(=[O:21])([OH:22])[OH:23]>>[Br:1][c:2]1[c:3]([F:11])[cH:4][c:5]2[c:6]([cH:7]1)[O:8][CH:14]([CH2:13][Br:12])[O:10][CH2:9]2. Starting materials: CC1(CC=C(CC1)OC1=CC=C(C=C1)C1=CC=CN2C1=NS(CC2)(=O)=O)C (9-{4-[(4,4-dimethylcyclohex-1-en-1-yl)oxy]phenyl}-3,4-dihydropyrido[2,1-c][1,2,4]thiadiazine 2,2-dioxide), CC(=O)O (AcOH). The reagents and catalysts are [Pt](=O)=O (Platinum(IV) oxide). Run in C1CCOC1 (THF). Conditions: time 8 hour. The product is CC1(CCC(CC1)OC1=CC=C(C=C1)C1CCCN2C1=NS(CC2)(=O)=O)C (9-{4-[(4,4-dimethylcyclohexyl)oxy]phenyl}-3,4,6,7,8,9-hexahydropyrido[2,1-c][1,2,4]thiadiazine 2,2-dioxide). Isolated yield 10.9%. Reaction SMILES: [CH3:1][C:2]1([CH3:27])[CH2:7][CH2:6][C:5]([O:8][C:9]2[CH:14]=[CH:13][C:12]([C:15]3[C:20]4=[N:21][S:22](=[O:26])(=[O:25])[CH2:23][CH2:24][N:19]4[CH:18]=[CH:17][CH:16]=3)=[CH:11][CH:10]=2)=[CH:4][CH2:3]1.CC(O)=O>C1COCC1.[Pt](=O)=O>[CH3:1][C:2]1([CH3:27])[CH2:7][CH2:6][CH:5]([O:8][C:9]2[CH:14]=[CH:13][C:12]([CH:15]3[C:20]4=[N:21][S:22](=[O:26])(=[O:25])[CH2:23][CH2:24][N:19]4[CH2:18][CH2:17][CH2:16]3)=[CH:11][CH:10]=2)[CH2:4][CH2:3]1. Procedure details: Platinum(IV) oxide (40 mg) was added to a solution of 9-{4-[(4,4-dimethylcyclohex-1-en-1-yl)oxy]phenyl}-3,4-dihydropyrido[2,1-c][1,2,4]thiadiazine 2,2-dioxide (340 mg) in THF (dry) (30 mL), NeOH (30 mL) and AcOH (10 mL). The mixture was stirred at room temperature under hydrogen overnight. Activated carbon was added and the insoluble solid was removed by filtration through silica gel/Celite pad (eluted with EtOAc, to remove catalytic poison). Platinum(IV) oxide (40 mg) was added and the mixture ...